From a dataset of the Open Reaction Database (ORD), a public repository of structured organic reaction records. describe an organic reaction: reactants, conditions, products, and yield Starting materials: [I-].[Li+] (Lithium iodide), N1=CC=CC=C1 (pyridine), [H-].[Al+3].[Li+].[H-].[H-].[H-] (lithium aluminium hydride), N1=CC=CC=C1 (pyridine), BrCC=1C=CC(=C(C(=O)NCC23CC4CC(CC(C2)C4)C3)C1)Cl (5-Bromomethyl-2-chloro-N-(tricyclo[3.3.1.13,7]dec-1-ylmethyl)-benzamide), N1=CC=CC=C1 (pyridine). Reaction conditions: time 24 hour. The product is Cl.ClC1=C(C(=O)NCC23CC4CC(CC(C2)C4)C3)C=C(C=C1)CC1CNCC=C1 (2-Chloro-5-[(1,2,3,6-tetrahydro-3-pyridinyl)methyl]-N-(tricyclo[3.3.1.13,7]dec-1-ylmethyl)-benzamide, hydrochloride salt). As a reaction SMILES: [H-].[Al+3].[Li+].[H-].[H-].[H-].[I-].[Li+].Br[CH2:10][C:11]1[CH:12]=[CH:13][C:14]([Cl:31])=[C:15]([CH:30]=1)[C:16]([NH:18][CH2:19][C:20]12[CH2:29][CH:24]3[CH2:25][CH:26]([CH2:28][CH:22]([CH2:23]3)[CH2:21]1)[CH2:27]2)=[O:17].[N:32]1[CH:37]=[CH:36][CH:35]=[CH:34][CH:33]=1>>[ClH:31].[Cl:31][C:14]1[CH:13]=[CH:12][C:11]([CH2:10][CH:36]2[CH:35]=[CH:34][CH2:33][NH:32][CH2:37]2)=[CH:30][C:15]=1[C:16]([NH:18][CH2:19][C:20]12[CH2:21][CH:22]3[CH2:23][CH:24]([CH2:25][CH:26]([CH2:28]3)[CH2:27]1)[CH2:29]2)=[O:17] |f:0.1.2.3.4.5,6.7,10.11|. Procedure details: To pyridine (6 ml) at 0° C. was added portionwise lithium aluminium hydride (0.24 g). The mixture was allowed to warm to room temperature and was stirred for 24 h. Lithium iodide (0.220 g) and pyridine (1 ml) were added and the reaction stirred for a further 1 h. 5-Bromomethyl-2-chloro-N-(tricyclo[3.3.1.13,7]dec-1-ylmethyl)-benzamide (0.30 g, Example 8b) in dry pyridine (2 ml) was added to the solution at room temperature. After 2 h, the mixture was quenched at 0° C. with a cold 15% aqueous solu...